Dataset: the Open Reaction Database (ORD), a public repository of structured organic reaction records. Task: describe an organic reaction: reactants, conditions, products, and yield Reactants: CCCCO, CCN(C(C)C)C(C)C, CC(C)Oc1cc(Nc2nc(Cl)ccc2[N+](=O)[O-])n[nH]1, CC(N)c1ccc(F)cc1. The product is CC(C)Oc1cc(Nc2nc(NC(C)c3ccc(F)cc3)ccc2[N+](=O)[O-])n[nH]1. Reaction SMILES: [CH2:40]([OH:41])[CH2:42][CH2:43][CH3:44].[CH:31]([N:32]([CH2:33][CH3:34])[CH:35]([CH3:36])[CH3:37])([CH3:38])[CH3:39].[Cl:1][c:2]1[cH:3][cH:4][c:5]([N+:18](=[O:19])[O-:20])[c:6]([NH:8][c:9]2[n:10][nH:11][c:12]([O:14][CH:15]([CH3:16])[CH3:17])[cH:13]2)[n:7]1.[F:21][c:22]1[cH:23][cH:24][c:25]([CH:28]([CH3:29])[NH2:30])[cH:26][cH:27]1>>[c:2]1([NH:30][CH:28]([c:25]2[cH:24][cH:23][c:22]([F:21])[cH:27][cH:26]2)[CH3:29])[cH:3][cH:4][c:5]([N+:18](=[O:19])[O-:20])[c:6]([NH:8][c:9]2[n:10][nH:11][c:12]([O:14][CH:15]([CH3:16])[CH3:17])[cH:13]2)[n:7]1. The reactants are C1CCCCCC(=O)C(CCCC1)Br (α-bromocyclododecanone), COC(CC(=O)OC)=O.[Na] (sodium malonic acid dimethyl ester). Solvent: CO (methanol). Product: COC(C(C(=O)OC)C1C(CCCCCCCCCC1)=O)=O (2-(2-oxocyclododec-1-yl)-malonic acid dimethyl ester). As a reaction SMILES: [CH2:1]1[CH2:13][CH2:12][CH2:11][CH2:10][CH:9](Br)[C:7](=[O:8])[CH2:6][CH2:5][CH2:4][CH2:3][CH2:2]1.[CH3:15][O:16][C:17](=[O:23])[CH2:18][C:19]([O:21][CH3:22])=[O:20].[Na]>CO>[CH3:15][O:16][C:17](=[O:23])[CH:18]([CH:9]1[CH2:10][CH2:11][CH2:12][CH2:13][CH2:1][CH2:2][CH2:3][CH2:4][CH2:5][CH2:6][C:7]1=[O:8])[C:19]([O:21][CH3:22])=[O:20] |f:1.2,^1:23|. Reported procedure: reacting α-bromocyclododecanone with sodium malonic acid dimethyl ester in methanol at from about 10° to 40° C. to form 2-(2-oxocyclododec-1-yl)-malonic acid dimethyl ester; Reactants: O=C([O-])O, CC[SiH](CC)CC, C1COCCO1, CO, Cc1cc(C)c(S(=O)(=O)N(Cc2ccc(OC3CCCCO3)cc2Cl)c2ccc(I)cc2)c(C)c1, Cl, [Na+], C1CCOC1. Yields the product Cc1cc(C)c(S(=O)(=O)N(Cc2ccc(O)cc2Cl)c2ccc(I)cc2)c(C)c1. Reaction SMILES: [C:44](=[O:45])([OH:46])[O-:47].[CH2:37]([SiH:38]([CH2:39][CH3:40])[CH2:41][CH3:42])[CH3:43].[CH2:56]1[O:57][CH2:58][CH2:59][O:60][CH2:61]1.[CH3:54][OH:55].[Cl:1][c:2]1[c:3]([CH2:4][N:5]([S:6](=[O:7])(=[O:8])[c:9]2[c:10]([CH3:17])[cH:11][c:12]([CH3:16])[cH:13][c:14]2[CH3:15])[c:18]2[cH:19][cH:20][c:21]([I:24])[cH:22][cH:23]2)[cH:25][cH:26][c:27]([O:29][CH:30]2[CH2:31][CH2:32][CH2:33][CH2:34][O:35]2)[cH:28]1.[ClH:36].[Na+:48].[O:49]1[CH2:50][CH2:51][CH2:52][CH2:53]1>>[Cl:1][c:2]1[c:3]([CH2:4][N:5]([S:6](=[O:7])(=[O:8])[c:9]2[c:10]([CH3:17])[cH:11][c:12]([CH3:16])[cH:13][c:14]2[CH3:15])[c:18]2[cH:19][cH:20][c:21]([I:24])[cH:22][cH:23]2)[cH:25][cH:26][c:27]([OH:29])[cH:28]1. Starting materials: CC1(C)C(=O)Nc2ccccc21, OC(CCCl)c1ccccc1, CC(C)OC(=O)N=NC(=O)OC(C)C, C1CCOC1, c1ccc(P(c2ccccc2)c2ccccc2)cc1. The product is CC1(C)C(=O)N(C(CCCl)c2ccccc2)c2ccccc21. As a reaction SMILES: [CH3:1][C:2]1([CH3:12])[C:3](=[O:11])[NH:4][c:5]2[cH:6][cH:7][cH:8][cH:9][c:10]21.[Cl:13][CH2:14][CH2:15][CH:16]([OH:17])[c:18]1[cH:19][cH:20][cH:21][cH:22][cH:23]1.[O:43]=[C:44]([O:45][CH:46]([CH3:47])[CH3:48])[N:49]=[N:50][C:51]([O:52][CH:53]([CH3:54])[CH3:55])=[O:56].[O:57]1[CH2:58][CH2:59][CH2:60][CH2:61]1.[c:24]1([P:25]([c:26]2[cH:27][cH:28][cH:29][cH:30][cH:31]2)[c:32]2[cH:33][cH:34][cH:35][cH:36][cH:37]2)[cH:38][cH:39][cH:40][cH:41][cH:42]1>>[CH3:1][C:2]1([CH3:12])[C:3](=[O:11])[N:4]([CH:16]([CH2:15][CH2:14][Cl:13])[c:18]2[cH:19][cH:20][cH:21][cH:22][cH:23]2)[c:5]2[cH:6][cH:7][cH:8][cH:9][c:10]21. Reactants: COC1=NC=C(C2=C1N(C=C2)COCC[Si](C)(C)C)C#N (7-methoxy-1-((2-(trimethylsilyl)ethoxy)methyl)-1H-pyrrolo[2,3-c]pyridine-4-carbonitrile), C1CC(=O)N(C1=O)Br (NBS). Solvent: C(C)(=O)OCC (ethyl acetate). Reaction conditions: temperature 60 celsius, time 2 hour. Yields the product BrC1=CN(C=2C(=NC=C(C21)C#N)OC)COCC[Si](C)(C)C (3-bromo-7-methoxy-1-((2-(trimethylsilyl)ethoxy)methyl)-1H-pyrrolo[2,3-c]pyridine-4-carbonitrile). The yield is 77.0%. As a reaction SMILES: [CH3:1][O:2][C:3]1[C:8]2[N:9]([CH2:12][O:13][CH2:14][CH2:15][Si:16]([CH3:19])([CH3:18])[CH3:17])[CH:10]=[CH:11][C:7]=2[C:6]([C:20]#[N:21])=[CH:5][N:4]=1.C1C(=O)N([Br:29])C(=O)C1>C(OCC)(=O)C>[Br:29][C:11]1[C:7]2[C:6]([C:20]#[N:21])=[CH:5][N:4]=[C:3]([O:2][CH3:1])[C:8]=2[N:9]([CH2:12][O:13][CH2:14][CH2:15][Si:16]([CH3:17])([CH3:19])[CH3:18])[CH:10]=1. Procedure details: To a solution of 7-methoxy-1-((2-(trimethylsilyl)ethoxy)methyl)-1H-pyrrolo[2,3-c]pyridine-4-carbonitrile (1.34 g) in ethyl acetate (20.15 mL) was added NBS (1.97 g) at room temperature, and the mixture was stirred at 60° C. for 2 hr. The reaction mixture was concentrated under reduced pressure, and the obtained residue was purified by silica gel column chromatography (ethyl acetate/hexane) to give the title compound (1.30 g). Reactants: CN1C(=O)C[C@](C)(N/C/1=N/C(=O)OC(C)(C)C)c2cc(Br)cs2, CC1(C)OB(OC1(C)C)c2ccc(cc2)c3cnccn3. Reagents/catalysts: CCN=P(N=P(N(C)C)(N(C)C)N(C)C)(N(C)C)N(C)C (P2-Et), CC(C)c1cc(C(C)C)c(-c2ccccc2[PH](C(C)(C)C)(C(C)(C)C)[Pd]2(OS(C)(=O)=O)Nc3ccccc3-c3ccccc32)c(C(C)C)c1 (tBuXphos G3). The solvent is CS(C)=O (DMSO), O (water), CS(C)=O (DMSO), CS(C)=O (DMSO), CS(C)=O (DMSO). Run at time 22 hour. Yields the product CN1C(=O)C[C@](C)(N/C/1=N/C(=O)OC(C)(C)C)c2cc(cs2)c3ccc(cc3)c4cnccn4, CN1C(=O)C[C@](C)(N/C/1=N/C(=O)OC(C)(C)C)c2cc(Br)cs2, c1ccc(-c2ccccc2)cc1.